describe an organic reaction: reactants, conditions, products, and yield From a dataset of the Open Reaction Database (ORD), a public repository of structured organic reaction records. Reactants: CCOC(=O)C=CC1(O[SiH](C)C)CC(C(C)(C)C)CN1C(=O)OC(C)(C)C, C, CCO, [H][H], [Pd]. Yields the product CCOC(=O)CCC1(O[SiH](C)C)CC(C(C)(C)C)CN1C(=O)OC(C)(C)C. RXN SMILES: [C:1]([CH3:2])([CH3:3])([CH3:4])[O:5][C:6](=[O:7])[N:8]1[C:9]([CH:17]=[CH:18][C:19](=[O:20])[O:21][CH2:22][CH3:23])([O:24][SiH:25]([CH3:26])[CH3:27])[CH2:10][CH:11]([C:13]([CH3:14])([CH3:15])[CH3:16])[CH2:12]1.[C:33].[CH3:30][CH2:31][OH:32].[H:28][H:29].[Pd:34]>>[C:1]([CH3:2])([CH3:3])([CH3:4])[O:5][C:6](=[O:7])[N:8]1[C:9]([CH2:17][CH2:18][C:19](=[O:20])[O:21][CH2:22][CH3:23])([O:24][SiH:25]([CH3:26])[CH3:27])[CH2:10][CH:11]([C:13]([CH3:14])([CH3:15])[CH3:16])[CH2:12]1. The reactants are ClC=1C=C(C=CC1Cl)N1N=C(C=C1)O (1-(3,4-dichlorophenyl)-1H-pyrazol-3-ol), 1B, ClCC1OC1 (2-(chloromethyl)oxirane), C([O-])([O-])=O.[K+].[K+] (potassium carbonate), [I-].[Na+] (sodium iodide). The solvent is CN(C=O)C (dimethylformamide). Reaction conditions: temperature 100 celsius, time 4 hour. Yields the product ClC=1C=C(C=CC1Cl)N1N=C(C=C1)OCC1OC1 (1-(3,4-dichlorophenyl)-3-(oxiran-2-ylmethoxy)-1H-pyrazole). As a reaction SMILES: [Cl:1][C:2]1[CH:3]=[C:4]([N:9]2[CH:13]=[CH:12][C:11]([OH:14])=[N:10]2)[CH:5]=[CH:6][C:7]=1[Cl:8].Cl[CH2:16][CH:17]1[CH2:19][O:18]1.C(=O)([O-])[O-].[K+].[K+].[I-].[Na+]>CN(C)C=O>[Cl:1][C:2]1[CH:3]=[C:4]([N:9]2[CH:13]=[CH:12][C:11]([O:14][CH2:16][CH:17]3[CH2:19][O:18]3)=[N:10]2)[CH:5]=[CH:6][C:7]=1[Cl:8] |f:2.3.4,5.6|. Reported procedure: A mixture of 1-(3,4-dichlorophenyl)-1H-pyrazol-3-ol (0.2 g, 0.87 mmol; compound prepared in the same way as Example 1, Scheme 1-step 1B), 2-(chloromethyl)oxirane (0.1 g, 1.05 mmol), potassium carbonate (0.36 g, 2.62 mmol) and sodium iodide (0.13 g, 0.87 mmol) in dimethylformamide (6 ml) was warmed, with stirring, to 100° C. for 4 hrs. The solvent was evaporated to dryness in vacuo and residue partitioned between water and dichlorometane. The combined organic phases were dried over sodium sulphat... The reactants are CN[C@@H]1C[C@H]2O[C@@](C)([C@@H]1OC)n1c3ccccc3c3c4c(c5c6ccccc6n2c5c31)C(=O)NC4 (staurosporine), COc1cc(\C=C\C=O)ccc1O. Reagents/catalysts: CC(C)[O-].CC(C)[O-].CC(C)[O-].CC(C)[O-].[Ti+4] (Ti(OiPr)4), CC(=O)O (acetic acid), CC(=O)O[BH-](OC(C)=O)OC(C)=O.[Na+] (Sodium triacetoxyborohydride). Run in CN1CCCC1=O (NMP), CN1CCCC1=O (NMP), CN1CCCC1=O (NMP), CN1CCCC1=O (NMP), CN1CCCC1=O (NMP), CN1CCCC1=O (NMP), CN1CCCC1=O (NMP). Conditions: temperature 22 celsius, time 18 hour. Product: CO[C@@H]1[C@@H](C[C@H]2O[C@]1(C)n3c4ccccc4c5c6CNC(=O)c6c7c8ccccc8n2c7c35)N(C)C\C=C\c9ccc(O)c(OC)c9, CN[C@@H]1C[C@H]2O[C@@](C)([C@@H]1OC)n1c3ccccc3c3c4c(c5c6ccccc6n2c5c31)C(=O)NC4 (Staurosporine), COc1cc(\C=C\C=O)ccc1O. Starting materials: C(C1=CC=CC=C1)(=O)NC1=NC(N([C@H]2C[C@H](O)[C@@H](CO)O2)C=C1)=O (N-benzoyl-2'-deoxycytidine), N1=CC=CC=C1 (pyridine), C(C1=CC=CC=C1)(C1=CC=CC=C1)(C1=CC=CC=C1)Cl (trityl chloride), CO (methanol). Solvent: C(Cl)Cl (methylene chloride). Conditions: temperature 100 celsius, time 1 hour. Yields the product C(C1=CC=CC=C1)(C1=CC=CC=C1)(C1=CC=CC=C1)OC[C@@H]1[C@H](C[C@@H](O1)N1C(=O)N=C(NC(C2=CC=CC=C2)=O)C=C1)O (5'-O-Trityl-N-benzoyl-2'-deoxycytidine). Yield: 25.6%. As a reaction SMILES: [C:1]([NH:9][C:10]1[CH:23]=[CH:22][N:13]([C@@H:14]2[O:21][C@H:18]([CH2:19][OH:20])[C@@H:16]([OH:17])[CH2:15]2)[C:12](=[O:24])[N:11]=1)(=[O:8])[C:2]1[CH:7]=[CH:6][CH:5]=[CH:4][CH:3]=1.N1C=CC=CC=1.[C:31](Cl)([C:44]1[CH:49]=[CH:48][CH:47]=[CH:46][CH:45]=1)([C:38]1[CH:43]=[CH:42][CH:41]=[CH:40][CH:39]=1)[C:32]1[CH:37]=[CH:36][CH:35]=[CH:34][CH:33]=1.CO>C(Cl)Cl>[C:31]([O:20][CH2:19][C@H:18]1[O:21][C@@H:14]([N:13]2[CH:22]=[CH:23][C:10]([NH:9][C:1](=[O:8])[C:2]3[CH:7]=[CH:6][CH:5]=[CH:4][CH:3]=3)=[N:11][C:12]2=[O:24])[CH2:15][C@@H:16]1[OH:17])([C:32]1[CH:37]=[CH:36][CH:35]=[CH:34][CH:33]=1)([C:44]1[CH:45]=[CH:46][CH:47]=[CH:48][CH:49]=1)[C:38]1[CH:39]=[CH:40][CH:41]=[CH:42][CH:43]=1. Procedure: 3.31 g (10 mmol) of N-benzoyl-2'-deoxycytidine were added to 25 ml of pyridine, and then 3.07 g (11 mmol) of trityl chloride were added to the suspension. The resulting suspension was stirred at 100° C. for 1 hour, after which it was allowed to cool to room temperature. The pyridine was then removed by distillation under reduced pressure. The resulting residue was dissolved in a mixture of ethyl acetate and a saturated aqueous solution of sodium chloride. The organic layer was separated and wash... Reactants: [BH4-], C1CCNC1, CO, CC(C)[O-], CC(C)[O-], CC(C)[O-], CC(C)[O-], Cc1c(C=O)c2c(c(C)c1NC(=O)CC(C)(C)C)C(c1ccc(C(C)C)cc1)CO2, [Na+], O, [Ti+4]. Yields the product Cc1c(CN2CCCC2)c2c(c(C)c1NC(=O)CC(C)(C)C)C(c1ccc(C(C)C)cc1)CO2. RXN SMILES: [BH4-:36].[CH2:1]1[CH2:2][CH2:3][NH:4][CH2:5]1.[CH3:39][OH:40].[CH3:41][CH:42]([CH3:43])[O-:44].[CH3:45][CH:46]([CH3:47])[O-:48].[CH3:49][CH:50]([CH3:51])[O-:52].[CH3:53][CH:54]([CH3:55])[O-:56].[CH:6](=[O:7])[c:8]1[c:9]([CH3:35])[c:10]([NH:27][C:28]([CH2:29][C:30]([CH3:31])([CH3:32])[CH3:33])=[O:34])[c:11]([CH3:26])[c:12]2[c:16]1[O:15][CH2:14][CH:13]2[c:17]1[cH:18][cH:19][c:20]([CH:23]([CH3:24])[CH3:25])[cH:21][cH:22]1.[Na+:37].[OH2:38].[Ti+4:57]>>[CH2:1]1[CH2:2][CH2:3][N:4]([CH2:6][c:8]2[c:9]([CH3:35])[c:10]([NH:27][C:28]([CH2:29][C:30]([CH3:31])([CH3:32])[CH3:33])=[O:34])[c:11]([CH3:26])[c:12]3[c:16]2[O:15][CH2:14][CH:13]3[c:17]2[cH:18][cH:19][c:20]([CH:23]([CH3:24])[CH3:25])[cH:21][cH:22]2)[CH2:5]1. The yield is 35.9%. Reaction SMILES: [CH2:1]=O.[CH:3]([NH:6][CH:7]([CH3:9])[CH3:8])([CH3:5])[CH3:4].[CH2:10]([OH:15])[CH2:11][CH2:12][C:13]#[CH:14].[OH-].[K+]>O1CCOCC1>[CH:3]([N:6]([CH:7]([CH3:9])[CH3:8])[CH2:1][C:14]#[C:13][CH2:12][CH2:11][CH2:10][OH:15])([CH3:5])[CH3:4] |f:3.4|. Reaction conditions: temperature 60 celsius. Run in O1CCOCC1 (dioxane). Reported procedure: A mixture of paraformaldehyde (7.14 g, 238 mmol), diisopropylamine (19.1 ml, 262 mmol) and cupric acetate monohydrate (1 g) in dioxane (40 ml) was heated in an oil bath of 60° C. for 1 hour. When the solid material disapeared, pent-4-yn-1-ol (20.02 g, 238 mmol) was added and the heating at 95° C. was continued until the greenish suspension had been completely replaced by a thin brown precipitate (approximately 3 hours). After cooling to 20° C., the reaction mixture was poured into 10% aqueous KO... Yields the product C(C)(C)N(CC#CCCCO)C(C)C (6-diisopropylaminohex-4-yn-1-ol). Reactants: C(CCC#C)O (pent-4-yn-1-ol), C=O (paraformaldehyde), C(C)(C)NC(C)C (diisopropylamine), cupric acetate monohydrate, [OH-].[K+] (KOH). Reactants: BrCC1=CC=C(C(=O)O)C=C1 (4-(bromomethyl)benzoic acid), C(C)(=O)OCC (ethyl acetate), N#N (N2), C[Si](C)(C)C=[N+]=[N-] (trimethylsilyldiazomethane), C[Si](C)(C)C=[N+]=[N-] (trimethylsilyldiazomethane), ester. Solvent: C1(=CC=CC=C1)C (toluene), CO (methanol). Product: BrCC1=CC=C(C(=O)OC)C=C1 (Methyl 4-(bromomethyl)benzoate). RXN SMILES: [Br:1][CH2:2][C:3]1[CH:11]=[CH:10][C:6]([C:7]([OH:9])=[O:8])=[CH:5][CH:4]=1.[CH3:12][Si](C=[N+]=[N-])(C)C.N#N.C(OCC)(=O)C>CO.C1(C)C=CC=CC=1>[Br:1][CH2:2][C:3]1[CH:11]=[CH:10][C:6]([C:7]([O:9][CH3:12])=[O:8])=[CH:5][CH:4]=1. Reported procedure: To a solution of 1.0 eq of 4-(bromomethyl)benzoic acid in 20 ml of methanol and 50 ml of toluene; was added dropwise 2.05 eq of trimethylsilyldiazomethane while stirring at room temperature. The reaction was titrated until a persistant pale yellow color existed from the addition of excess trimethylsilyldiazomethane. Let stir at room temperature for 1 hr to insure the complete evolution of N2. Thin layer chromatography in 1:1 hexame:ethyl acetate indicated the disappearance of starting material a... The reactants are S1C(=NC=C1)CO (thiazole-2-methanol), S(=O)(Cl)Cl (thionyl chloride), ClC1=CC=C(C=C1)S(=O)[O-].[Na+] (sodium 4-chlorobenzenesulfinate), C(C)(=O)[O-].[K+] (potassium acetate). The solvent is C(Cl)(Cl)Cl (chloroform). Run at temperature 50 celsius, time 11 hour. Yields the product ClC1=CC=C(C=C1)S(=O)(=O)CC=1SC=CN1 (2-(4-Chlorophenylsulfonylmethyl)thiazole). RXN SMILES: [S:1]1[CH:5]=[CH:4][N:3]=[C:2]1[CH2:6]O.S(Cl)(Cl)=O.[Cl:12][C:13]1[CH:18]=[CH:17][C:16]([S:19]([O-:21])=[O:20])=[CH:15][CH:14]=1.[Na+].C([O-])(=O)C.[K+]>C(Cl)(Cl)Cl>[Cl:12][C:13]1[CH:18]=[CH:17][C:16]([S:19]([CH2:6][C:2]2[S:1][CH:5]=[CH:4][N:3]=2)(=[O:21])=[O:20])=[CH:15][CH:14]=1 |f:2.3,4.5|. Reported procedure: To a chloroform (15 ml) solution of thiazole-2-methanol (171 mg, 1.49 mmol) was added thionyl chloride (0.33 ml, 4.47 mmol) and the resulting mixture was stirred at 50° C. for 11 hours. After cooling to room temperature, the reaction mixture was concentrated under reduced pressure. The residue was dissolved in butanol (10 ml). To the resulting solution were added sodium 4-chlorobenzenesulfinate (296 mg, 1.49 mmol) and potassium acetate (292 mg, 2.98 mmol). The mixture was stirred at 70° C. for 2... Reactants: C(C1=CC=CC=C1)ONC1(C(C(=C(C2=CC=CC=C12)O)C1=NS(C2=C(N1)C=CC(=C2)N(CC(=O)OCC)S(=O)(=O)C)(=O)=O)=O)CCC(C)C (ethyl N-{3-[4-[(benzyloxy)amino]-1-hydroxy-4-(3-methylbutyl)-3-oxo-3,4-dihydronaphthalen-2-yl]-1,1-dioxido-4H-1,2,4-benzothiadiazin-7-yl}-N-(methylsulfonyl)glycinate). Solvent: OS(=O)(=O)O (H2SO4). Product: OC1=C(C(C(C2=CC=CC=C12)(CCC(C)C)NO)=O)C1=NS(C2=C(N1)C=CC(=C2)N(S(=O)(=O)C)CC(=O)OCC)(=O)=O (ethyl [{3-[1-hydroxy-4-(hydroxyamino)-4-(3-methylbutyl)-3-oxo-3,4-dihydronaphthalen-2-yl]-1,1-dioxido-4H-1,2,4-benzothiadiazin-7-yl}(methylsulfonyl)amino]acetate). Yield: 66.2%. RXN SMILES: C([O:8][NH:9][C:10]1([CH2:45][CH2:46][CH:47]([CH3:49])[CH3:48])[C:19]2[C:14](=[CH:15][CH:16]=[CH:17][CH:18]=2)[C:13]([OH:20])=[C:12]([C:21]2[NH:26][C:25]3[CH:27]=[CH:28][C:29]([N:31]([S:38]([CH3:41])(=[O:40])=[O:39])[CH2:32][C:33]([O:35][CH2:36][CH3:37])=[O:34])=[CH:30][C:24]=3[S:23](=[O:43])(=[O:42])[N:22]=2)[C:11]1=[O:44])C1C=CC=CC=1>OS(O)(=O)=O>[OH:20][C:13]1[C:14]2[C:19](=[CH:18][CH:17]=[CH:16][CH:15]=2)[C:10]([NH:9][OH:8])([CH2:45][CH2:46][CH:47]([CH3:49])[CH3:48])[C:11](=[O:44])[C:12]=1[C:21]1[NH:26][C:25]2[CH:27]=[CH:28][C:29]([N:31]([CH2:32][C:33]([O:35][CH2:36][CH3:37])=[O:34])[S:38]([CH3:41])(=[O:40])=[O:39])=[CH:30][C:24]=2[S:23](=[O:42])(=[O:43])[N:22]=1. Procedure details: A solution of Example 53A (40 mg, 0.056 mmol) an in conc. H2SO4 (0.25 mL) was stirred at 25° C. for 1.5 h. The solution was quenched with water, neutralized to pH 7 with 1 N NaHCO3, and extracted with ethyl acetate. The organic extract was concentrated in vacuo. Column chromatography on silica (10% methanol/dichloromethane) afforded the title compound as a yellow solid (23 mg, 75%). 1H NMR (300 MHz, DMSO-d6) δ ppm 0.40-0.59 (m, 1H), 0.64 (dd, J=1.40, 6.62 Hz, 6H), 0.81-0.92 (m, 1H), 0.92-1.03 (m...